From a dataset of the Open Reaction Database (ORD), a public repository of structured organic reaction records. describe an organic reaction: reactants, conditions, products, and yield Reagents/catalysts: CC(=O)O.CC(=O)O.[Pd] (Pd(Oac)2). Product: C1(CC1)C=1C=CC(=NC1)NC[C@H]1N(CCC[C@H]1C)C(=O)C1=C(C=CC(=C1)C)N1N=CC=N1 (((2S,3R)-2-(((5-Cyclopropylpyridin-2-yl)amino)methyl)-3-methylpiperidin-1-yl)(5-methyl-2-(2H-1,2,3-triazol-2-yl)phenyl)methanone). The solvent is C1(=CC=CC=C1)C (toluene), O (H2O). As a reaction SMILES: Br[C:2]1[CH:3]=[CH:4][C:5]([NH:8][CH2:9][C@@H:10]2[C@H:15]([CH3:16])[CH2:14][CH2:13][CH2:12][N:11]2[C:17]([C:19]2[CH:24]=[C:23]([CH3:25])[CH:22]=[CH:21][C:20]=2[N:26]2[N:30]=[CH:29][CH:28]=[N:27]2)=[O:18])=[N:6][CH:7]=1.[CH:31]1(B(O)O)[CH2:33][CH2:32]1.C1(P(C2CCCCC2)C2CCCCC2)CCCCC1.[O-]P([O-])([O-])=O.[K+].[K+].[K+]>C1(C)C=CC=CC=1.O.CC(O)=O.CC(O)=O.[Pd]>[CH:31]1([C:2]2[CH:3]=[CH:4][C:5]([NH:8][CH2:9][C@@H:10]3[C@H:15]([CH3:16])[CH2:14][CH2:13][CH2:12][N:11]3[C:17]([C:19]3[CH:24]=[C:23]([CH3:25])[CH:22]=[CH:21][C:20]=3[N:26]3[N:30]=[CH:29][CH:28]=[N:27]3)=[O:18])=[N:6][CH:7]=2)[CH2:33][CH2:32]1 |f:3.4.5.6,9.10.11|. Starting materials: BrC=1C=CC(=NC1)NC[C@H]1N(CCC[C@H]1C)C(=O)C1=C(C=CC(=C1)C)N1N=CC=N1 (((2S,3R)-2-(((5-bromopyridin-2-yl)amino)methyl)-3-methylpiperidin-1-yl)(5-methyl-2-(2H-1,2,3-triazol-2-yl)phenyl)methanone), C1(CC1)B(O)O (cyclopropylboronic acid), C1(CCCCC1)P(C1CCCCC1)C1CCCCC1 (tricyclohexylphosphine), [O-]P(=O)([O-])[O-].[K+].[K+].[K+] (K3PO4). Reported procedure: A mixture of ((2S,3R)-2-(((5-bromopyridin-2-yl)amino)methyl)-3-methylpiperidin-1-yl)(5-methyl-2-(2H-1,2,3-triazol-2-yl)phenyl)methanone (0.052 g, 0.089 mmol), cyclopropylboronic acid (0.011 g, 1 mmol), Pd(Oac)2 (0.004 g, 0.018 mmol), tricyclohexylphosphine (0.01 g, 0.036 mmol) and K3PO4 (0.057 g, 0.267 mmol) in toluene (5 mL) and H2O (0.5 mL) was degassed, sealed and heated overnight at 100° C. in a microwave reactor. The reaction was filtered through a pad of diatomaceous earth, washing with Et... Reaction conditions: temperature 100 celsius. The reactants are C1(=CC=C(C=C1)S(=O)(=O)Cl)C (p-Toluenesulfonyl chloride), BrC1=CC=[N+](C2=CC=C(C=C12)C(C=1SC=CN1)C1=CC=C(C=C1)Cl)[O-] (4-bromo-6-((4-chlorophenyl)(thiazol-2-yl)methyl)quinoline 1-oxide). The solvent is ClCCl (dichloromethane), C(=O)([O-])[O-].[Na+].[Na+] (Na2CO3), ClCCl (dichloromethane), O (water). Run at time 1 hour. The product is BrC1=CC(NC2=CC=C(C=C12)C(C=1SC=CN1)C1=CC=C(C=C1)Cl)=O (4-bromo-6-((4-chlorophenyl)(thiazol-2-yl)methyl)quinolin-2(1H)-one). Reaction SMILES: C1(C)C=CC(S(Cl)(=O)=[O:8])=CC=1.[Br:12][C:13]1[C:22]2[C:17](=[CH:18][CH:19]=[C:20]([CH:23]([C:29]3[CH:34]=[CH:33][C:32]([Cl:35])=[CH:31][CH:30]=3)[C:24]3[S:25][CH:26]=[CH:27][N:28]=3)[CH:21]=2)[N+:16]([O-])=[CH:15][CH:14]=1>ClCCl.C([O-])([O-])=O.[Na+].[Na+].O>[Br:12][C:13]1[C:22]2[C:17](=[CH:18][CH:19]=[C:20]([CH:23]([C:29]3[CH:34]=[CH:33][C:32]([Cl:35])=[CH:31][CH:30]=3)[C:24]3[S:25][CH:26]=[CH:27][N:28]=3)[CH:21]=2)[NH:16][C:15](=[O:8])[CH:14]=1 |f:3.4.5|. Procedure: p-Toluenesulfonyl chloride (628 mg, 3.293 mmol, 1.5 equip) was added to a biphasic mixture of 4-bromo-6-((4-chlorophenyl)(thiazol-2-yl)methyl)quinoline 1-oxide in dichloromethane (6 mL) and 10% Na2CO3 (42 mL) and the resulting mixture stirred for 1 h. The reaction mixture was diluted with dichloromethane and water, the layers were separated, and the aqueous layer was extracted with dichloromethane. The combined organic extracts were dried over Na2SO4, filtered, and concentrated. The residue was ... Procedure details: A mixture of 5 parts of 1,3-dihydro-1-(3-iodopropyl)-3-methyl-2H-benzimidazol-2-one, 3,4 parts of 1-phenyl-1,3,8-triazaspiro[4,5]decan-4-one, 2.65 parts of sodium carbonate and 22.5 parts of N,N-dimethylformamide is stirred and heated for 2 hours at 70° C. The reaction mixture is cooled and poured onto water, whereupon an oily precipitate is formed. The supernatant aqueous phase is decanted and the residual oil is dissolved in trichloromethane. The solution is dried, filtered and evaporated. The... Product: CN1C(N(C2=C1C=CC=C2)CCCN2CCC1(C(NCN1C1=CC=CC=C1)=O)CC2)=O (8-[3-(1,3-dihydro-3-methyl-2-oxo-2H-benzimidazol-1-yl)propyl]-1-phenyl-1,3,8-triazaspiro[4,5]decan-4-one). Reaction conditions: temperature 70 celsius. RXN SMILES: I[CH2:2][CH2:3][CH2:4][N:5]1[C:9]2[CH:10]=[CH:11][CH:12]=[CH:13][C:8]=2[N:7]([CH3:14])[C:6]1=[O:15].[C:16]1([N:22]2[C:26]3([CH2:31][CH2:30][NH:29][CH2:28][CH2:27]3)[C:25](=[O:32])[NH:24][CH2:23]2)[CH:21]=[CH:20][CH:19]=[CH:18][CH:17]=1.C(=O)([O-])[O-].[Na+].[Na+]>CN(C)C=O>[CH3:14][N:7]1[C:8]2[CH:13]=[CH:12][CH:11]=[CH:10][C:9]=2[N:5]([CH2:4][CH2:3][CH2:2][N:29]2[CH2:28][CH2:27][C:26]3([N:22]([C:16]4[CH:21]=[CH:20][CH:19]=[CH:18][CH:17]=4)[CH2:23][NH:24][C:25]3=[O:32])[CH2:31][CH2:30]2)[C:6]1=[O:15] |f:2.3.4|. Starting materials: ICCCN1C(N(C2=C1C=CC=C2)C)=O (1,3-dihydro-1-(3-iodopropyl)-3-methyl-2H-benzimidazol-2-one), C1(=CC=CC=C1)N1CNC(C12CCNCC2)=O (1-phenyl-1,3,8-triazaspiro[4,5]decan-4-one), C([O-])([O-])=O.[Na+].[Na+] (sodium carbonate). Solvent: CN(C=O)C (N,N-dimethylformamide). The reactants are CN1CCCC1=O, CS(C)=O, CO, Cc1cc2nc(NC(=O)C3CC3c3ccccc3)cc(Cl)n2n1, FC1CCNC1. Product: Cc1cc2nc(NC(=O)C3CC3c3ccccc3)cc(N3CCC(F)C3)n2n1. RXN SMILES: [CH3:30][N:31]1[CH2:32][CH2:33][CH2:34][C:35]1=[O:36].[CH3:37][S:38]([CH3:39])=[O:40].[CH3:41][OH:42].[Cl:1][c:2]1[cH:3][c:4]([NH:12][C:13](=[O:14])[CH:15]2[CH:16]([c:18]3[cH:19][cH:20][cH:21][cH:22][cH:23]3)[CH2:17]2)[n:5][c:6]2[n:7]1[n:8][c:9]([CH3:11])[cH:10]2.[F:24][CH:25]1[CH2:26][NH:27][CH2:28][CH2:29]1>>[c:2]1([N:27]2[CH2:26][CH:25]([F:24])[CH2:29][CH2:28]2)[cH:3][c:4]([NH:12][C:13](=[O:14])[CH:15]2[CH:16]([c:18]3[cH:19][cH:20][cH:21][cH:22][cH:23]3)[CH2:17]2)[n:5][c:6]2[n:7]1[n:8][c:9]([CH3:11])[cH:10]2. RXN SMILES: [CH2:11]([CH:12]([CH3:13])[CH3:14])[OH:15].[CH3:47][c:48]1[cH:49][cH:50][cH:51][cH:52][cH:53]1.[O:35]=[C:36]([O:37][CH2:38][CH3:39])[N:40]=[N:41][C:42]([O:43][CH2:44][CH3:45])=[O:46].[c:16]1([P:17]([c:18]2[cH:19][cH:20][cH:21][cH:22][cH:23]2)[c:24]2[cH:25][cH:26][cH:27][cH:28][cH:29]2)[cH:30][cH:31][cH:32][cH:33][cH:34]1.[s:1]1[c:2]2[c:3]([cH:4][cH:5]1)[c:6]([OH:10])[cH:7][cH:8][cH:9]2>>[s:1]1[c:2]2[c:3]([cH:4][cH:5]1)[c:6]([O:10][CH2:11][CH:12]([CH3:13])[CH3:14])[cH:7][cH:8][cH:9]2. Product: CC(C)COc1cccc2sccc12. Reactants: CC(C)CO, Cc1ccccc1, CCOC(=O)N=NC(=O)OCC, c1ccc(P(c2ccccc2)c2ccccc2)cc1, Oc1cccc2sccc12. Starting materials: CC(C)CNc1c([N+](=O)[O-])cnc2cc(Br)cnc12, O=C([O-])[O-], [CH2]C, ClCCl, [K+], [K+], [Na+], [Na+], O, O=S([O-])S(=O)[O-]. The product is CC(C)CNc1c(N)cnc2cc(Br)cnc12. As a reaction SMILES: [Br:15][c:16]1[cH:17][n:18][c:19]2[c:20]([NH:29][CH2:30][CH:31]([CH3:32])[CH3:33])[c:21]([N+:26]([O-:27])=[O:28])[cH:22][n:23][c:24]2[cH:25]1.[C:9](=[O:10])([O-:11])[O-:12].[CH2:34][CH3:35].[Cl:37][CH2:38][Cl:39].[K+:13].[K+:14].[Na+:7].[Na+:8].[OH2:36].[S:1]([S:2]([O-:3])=[O:4])([O-:5])=[O:6]>>[Br:15][c:16]1[cH:17][n:18][c:19]2[c:20]([NH:29][CH2:30][CH:31]([CH3:32])[CH3:33])[c:21]([NH2:26])[cH:22][n:23][c:24]2[cH:25]1. The reactants are C1CCOC1, O=C(O)c1ccc(CN2CCCN(C(=O)C(F)(F)F)CCN(C(=O)C(F)(F)F)CCCN(C(=O)C(F)(F)F)CC2)cc1, O=C1CCC(=O)N1O. The product is O=C(ON1C(=O)CCC1=O)c1ccc(CN2CCCN(C(=O)C(F)(F)F)CCN(C(=O)C(F)(F)F)CCCN(C(=O)C(F)(F)F)CC2)cc1. RXN SMILES: [CH2:51]1[O:52][CH2:53][CH2:54][CH2:55]1.[F:1][C:2]([C:3](=[O:4])[N:5]1[CH2:6][CH2:7][N:8]([CH2:31][c:32]2[cH:33][cH:34][c:35]([C:36](=[O:37])[OH:38])[cH:39][cH:40]2)[CH2:9][CH2:10][CH2:11][N:12]([C:25]([C:26]([F:27])([F:28])[F:29])=[O:30])[CH2:13][CH2:14][N:15]([C:19]([C:20]([F:21])([F:22])[F:23])=[O:24])[CH2:16][CH2:17][CH2:18]1)([F:41])[F:42].[OH:43][N:44]1[C:45](=[O:50])[CH2:46][CH2:47][C:48]1=[O:49]>>[F:1][C:2]([C:3](=[O:4])[N:5]1[CH2:6][CH2:7][N:8]([CH2:31][c:32]2[cH:33][cH:34][c:35]([C:36]([O:37][N:44]3[C:45](=[O:50])[CH2:46][CH2:47][C:48]3=[O:49])=[O:38])[cH:39][cH:40]2)[CH2:9][CH2:10][CH2:11][N:12]([C:25]([C:26]([F:27])([F:28])[F:29])=[O:30])[CH2:13][CH2:14][N:15]([C:19]([C:20]([F:21])([F:22])[F:23])=[O:24])[CH2:16][CH2:17][CH2:18]1)([F:41])[F:42].